Dataset: the Open Reaction Database (ORD), a public repository of structured organic reaction records. Task: describe an organic reaction: reactants, conditions, products, and yield Reactants: C12(CC3CC(CC(C1)C3)C2)COC2=NC=C(C(=O)O)C=C2C2CC2 (6-(adamantan-1-ylmethoxy)-5-cyclopropylnicotinic acid), C1(CC1)S(=O)(=O)N (cyclopropylsulfonamide), C12(CC3CC(CC(C1)C3)C2)COC2=CC(=C(C(=O)O)C=C2C2C(C2)(F)F)F (4-(adamantan-1-ylmethoxy)-5-(2,2-difluorocyclopropyl)-2-fluorobenzoic acid), COCCS(=O)(=O)N (2-methoxyethanesulfonamide). The product is C12(CC3CC(CC(C1)C3)C2)COC2=CC(=C(C(=O)NS(=O)(=O)C3CC3)C=C2C2C(C2)(F)F)F (4-(adamantan-1-ylmethoxy)-N-(cyclopropylsulfonyl)-5-(2,2-difluoro-cyclopropyl)-2-fluorobenzamide). Isolated yield 43.0%. RXN SMILES: C12(COC3C(C4CC4)=CC(C(O)=O)=CN=3)CC3CC(CC(C3)C1)C2.[C:25]12([CH2:35][O:36][C:37]3[C:45]([CH:46]4[CH2:48][C:47]4([F:50])[F:49])=[CH:44][C:40]([C:41](O)=[O:42])=[C:39]([F:51])[CH:38]=3)[CH2:34][CH:29]3[CH2:30][CH:31]([CH2:33][CH:27]([CH2:28]3)[CH2:26]1)[CH2:32]2.COCCS(N)(=O)=O.[CH:60]1([S:63]([NH2:66])(=[O:65])=[O:64])[CH2:62][CH2:61]1>>[C:25]12([CH2:35][O:36][C:37]3[C:45]([CH:46]4[CH2:48][C:47]4([F:50])[F:49])=[CH:44][C:40]([C:41]([NH:66][S:63]([CH:60]4[CH2:62][CH2:61]4)(=[O:65])=[O:64])=[O:42])=[C:39]([F:51])[CH:38]=3)[CH2:32][CH:31]3[CH2:33][CH:27]([CH2:28][CH:29]([CH2:30]3)[CH2:34]1)[CH2:26]2. Procedure: Following the procedure as described in Example 271 and making variations as required to replace 6-(adamantan-1-ylmethoxy)-5-cyclopropylnicotinic acid with 4-(adamantan-1-ylmethoxy)-5-(2,2-difluorocyclopropyl)-2-fluorobenzoic acid and to replace 2-methoxyethanesulfonamide with cyclopropylsulfonamide. Purification by silica gel column chromatography (2:1 hexanes:ethyl acetate (+0.2% acetic acid v/v)) gave the title compound as a colorless solid (0.055 g, 43%): 1H NMR (300 MHz, DMSO-d6) δ 11.86 (b...